From a dataset of the Open Reaction Database (ORD), a public repository of structured organic reaction records. describe an organic reaction: reactants, conditions, products, and yield The reactants are COCCn1ccc(NC(=O)c2nc(C)ccc2N)n1, Fc1cncc(F)c1. The product is COCCn1ccc(NC(=O)c2nc(C)ccc2Nc2cncc(F)c2)n1. As a reaction SMILES: [CH3:1][O:2][CH2:3][CH2:4][n:5]1[n:6][c:7]([NH:10][C:11](=[O:12])[c:13]2[n:14][c:15]([CH3:20])[cH:16][cH:17][c:18]2[NH2:19])[cH:8][cH:9]1.[F:21][c:22]1[cH:23][n:24][cH:25][c:26]([F:28])[cH:27]1>>[CH3:1][O:2][CH2:3][CH2:4][n:5]1[n:6][c:7]([NH:10][C:11](=[O:12])[c:13]2[n:14][c:15]([CH3:20])[cH:16][cH:17][c:18]2[NH:19][c:26]2[cH:25][n:24][cH:23][c:22]([F:21])[cH:27]2)[cH:8][cH:9]1.